From a dataset of the Open Reaction Database (ORD), a public repository of structured organic reaction records. describe an organic reaction: reactants, conditions, products, and yield The reactants are Brc1ccsc1, COCCO, [Na]. The product is COCCOc1ccsc1. Reaction SMILES: [Br:2][c:3]1[cH:4][s:5][cH:6][cH:7]1.[CH3:8][O:9][CH2:10][CH2:11][OH:12].[Na:1]>>[c:3]1([O:12][CH2:11][CH2:10][O:9][CH3:8])[cH:4][s:5][cH:6][cH:7]1. The reactants are CCOC(C)=O, CS(C)=O, CSCc1cccc2c(C(CCOS(C)(=O)=O)c3ccc4c(c3)OC(F)(F)O4)c[nH]c12, N#C[K]. Yields the product CSCc1cccc2c(C(CCC#N)c3ccc4c(c3)OC(F)(F)O4)c[nH]c12. As a reaction SMILES: [CH3:35][CH2:36][O:37][C:38](=[O:39])[CH3:40].[CH3:41][S:42]([CH3:43])=[O:44].[CH3:4][S:5]([O:6][CH2:9][CH2:10][CH:11]([c:12]1[cH:13][nH:14][c:15]2[c:16]([CH2:21][S:22][CH3:23])[cH:17][cH:18][cH:19][c:20]12)[c:24]1[cH:25][c:26]2[c:27]([cH:33][cH:34]1)[O:28][C:29]([F:31])([F:32])[O:30]2)(=[O:7])=[O:8].[K:1][C:2]#[N:3]>>[C:2](#[N:3])[CH2:9][CH2:10][CH:11]([c:12]1[cH:13][nH:14][c:15]2[c:16]([CH2:21][S:22][CH3:23])[cH:17][cH:18][cH:19][c:20]12)[c:24]1[cH:25][c:26]2[c:27]([cH:33][cH:34]1)[O:28][C:29]([F:31])([F:32])[O:30]2. Reactants: [Al+3], COC(=O)c1cc(F)ccn1, [H-], [H-], [H-], [H-], [Li+], C1CCOC1, O. Yields the product OCc1cc(F)ccn1. Reaction SMILES: [Al+3:13].[F:1][c:2]1[cH:3][c:4]([C:8](=[O:9])[O:10][CH3:11])[n:5][cH:6][cH:7]1.[H-:12].[H-:15].[H-:16].[H-:17].[Li+:14].[O:19]1[CH2:20][CH2:21][CH2:22][CH2:23]1.[OH2:18]>>[F:1][c:2]1[cH:3][c:4]([CH2:8][OH:9])[n:5][cH:6][cH:7]1. Starting materials: [OH-].[Na+] (sodium hydroxide), C1(CCCC1)OC(=O)NC1=CC=C2C=NN(C2=C1)CC1=C(C=C(C(=O)O)C=C1)OC (4-[6-(cyclopentyloxycarbonyl)aminoindazol-1-ylmethyl]-3-methoxybenzoic acid), CO (methanol). The solvent is C(Cl)Cl (methylene chloride). The product is C1(CCCC1)OC(=O)NC1=CC=C2C=NN(C2=C1)CC1=C(C=C(C(=O)[O-])C=C1)OC.[Na+] (sodium 4-[6-(cyclopentyloxycarbonyl)aminoindazol-1-ylmethyl]-3-methoxybenzoate), ( d ). The yield is 78.0%. RXN SMILES: [CH:1]1([O:6][C:7]([NH:9][C:10]2[CH:18]=[C:17]3[C:13]([CH:14]=[N:15][N:16]3[CH2:19][C:20]3[CH:28]=[CH:27][C:23]([C:24]([OH:26])=[O:25])=[CH:22][C:21]=3[O:29][CH3:30])=[CH:12][CH:11]=2)=[O:8])[CH2:5][CH2:4][CH2:3][CH2:2]1.CO.[OH-].[Na+:34]>C(Cl)Cl>[CH:1]1([O:6][C:7]([NH:9][C:10]2[CH:18]=[C:17]3[C:13]([CH:14]=[N:15][N:16]3[CH2:19][C:20]3[CH:28]=[CH:27][C:23]([C:24]([O-:26])=[O:25])=[CH:22][C:21]=3[O:29][CH3:30])=[CH:12][CH:11]=2)=[O:8])[CH2:2][CH2:3][CH2:4][CH2:5]1.[Na+:34] |f:2.3,5.6|. Reported procedure: A mixture of 306 mg. 4-[6-(cyclopentyloxycarbonyl)aminoindazol-1-ylmethyl]-3-methoxybenzoic acid in 4 ml. methanol and 6 ml. methylene chloride was treated with 0.75 ml. of 1 M sodium hydroxide solution. After 15 minutes the mixture was evaporated and the residue was recrystallised from ether/methylene chloride/methanol to give sodium 4-[6-(cyclopentyloxycarbonyl)aminoindazol-1-ylmethyl]-3-methoxybenzoate in 78% yield as a solid, m.p. >280° C. (d); microanalysis, found: C,59.80; H,5.06; N,9.20%;... Reactants: C(C1=CC=CC=C1)OC(=O)N[C@]1(C(N(CCC1)N)=O)P(=O)NCCC ((3S)-3-benzyloxycarbonylamino-1-amino(n-propylamino)phosphinyl-2-piperidone). The reagents and catalysts are [Pd] (Palladium black). The solvent is CO (methanol). Reaction conditions: time 50 minute. The product is NC1(C(N(CCC1)N)=O)P(=O)NCCC (3-amino-1-amino(n-propylamino)phosphinyl-2-piperidone). Reaction SMILES: C(OC([NH:11][C@:12]1([PH:20]([NH:22][CH2:23][CH2:24][CH3:25])=[O:21])[CH2:17][CH2:16][CH2:15][N:14]([NH2:18])[C:13]1=[O:19])=O)C1C=CC=CC=1>CO.[Pd]>[NH2:11][C:12]1([PH:20]([NH:22][CH2:23][CH2:24][CH3:25])=[O:21])[CH2:17][CH2:16][CH2:15][N:14]([NH2:18])[C:13]1=[O:19]. Procedure details: Palladium black (16 mg) was added to a solution of (3S)-3-benzyloxycarbonylamino-1-amino(n-propylamino)phosphinyl-2-piperidone (161.1 g, 0.4373 mmol) in methanol (3 mL), and the resulting mixture was stirred at room temperature for 50 minutes under a hydrogen atmosphere.